This data is from the Open Reaction Database (ORD), a public repository of structured organic reaction records. The task is: describe an organic reaction: reactants, conditions, products, and yield Yield: 471.7%. The product is ClC=1C=C(C(OC)=N)C=CC1 (methyl 3-chlorobenzimidate). The reactants are ClC=1C=C(C#N)C=CC1 (3-chlorobenzonitrile), C[O-].[Na+] (sodium methoxide). Conditions: time 2 day. Reported procedure: To a solution of 3-chlorobenzonitrile (4.0 g, 29.1 mmol) in methanol (30 mL) was added sodium methoxide (0.16 g, 2.9 mmol). The mixture stirred at rt for 2 d, diluted with water, and extracted with methylene chloride. The combined organic layer was dried over anhydrous sodium sulfate, filtered, and the filtrate was concentrated. The residue was purified by column chromatography (silica, hexanes/ethyl acetate) to afford the title compound (2.32 g, 47%) as a clear oil. MW=169.61. 1H NMR (CDCl3, 50... RXN SMILES: [Cl:1][C:2]1[CH:3]=[C:4]([CH:7]=[CH:8][CH:9]=1)[C:5]#[N:6].[CH3:10][O-:11].[Na+]>CO.O>[Cl:1][C:2]1[CH:3]=[C:4]([CH:7]=[CH:8][CH:9]=1)[C:5](=[NH:6])[O:11][CH3:10] |f:1.2|. Solvent: O (water), CO (methanol). Starting materials: Cl (hydrochloric acid), OC1=C(C(=O)OCC)C=C(C=C1)C#CC1=CC=C(C=C1)S(=O)(=O)NC1=NC=CC=C1C (Ethyl 2-hydroxy-5-[[4-[(3-methyl-2-pyridinylamino)sulfonyl]phenyl]ethynyl]benzoate), [OH-].[K+] (potassium hydroxide), C(C)(=O)OCC (ethyl acetate). The solvent is O (water). The product is OC1=C(C(=O)[O-])C=C(C=C1)C#CC1=CC=C(C=C1)S(=O)(=O)NC1=NC=CC=C1C.[K+] (Potassium 2-hydroxy-5-[[4-[(3-methyl-2-pyridinylamino)sulfonyl]phenyl]ethynyl]benzoate). The yield is 54.4%. Reaction SMILES: [OH:1][C:2]1[CH:12]=[CH:11][C:10]([C:13]#[C:14][C:15]2[CH:20]=[CH:19][C:18]([S:21]([NH:24][C:25]3[C:30]([CH3:31])=[CH:29][CH:28]=[CH:27][N:26]=3)(=[O:23])=[O:22])=[CH:17][CH:16]=2)=[CH:9][C:3]=1[C:4]([O:6]CC)=[O:5].[OH-].[K+:33].C(OCC)(=O)C.Cl>O>[OH:1][C:2]1[CH:12]=[CH:11][C:10]([C:13]#[C:14][C:15]2[CH:16]=[CH:17][C:18]([S:21]([NH:24][C:25]3[C:30]([CH3:31])=[CH:29][CH:28]=[CH:27][N:26]=3)(=[O:23])=[O:22])=[CH:19][CH:20]=2)=[CH:9][C:3]=1[C:4]([O-:6])=[O:5].[K+:33] |f:1.2,6.7|. Reported procedure: Ethyl 2-hydroxy-5-[[4-[(3-methyl-2-pyridinylamino)sulfonyl]phenyl]ethynyl]benzoate (15.5g, 35 mmol) was refluxed in potassium hydroxide (10 g, 0.15 mol) in water (100 ml) for 1 h. After cooling to ca 70° C. ethyl acetate (50 ml) was added and hydrochloric acid was added to reach pH 7-8. Cooling with stirring and then filtration gave directly 8.5 g of the product (51%). Starting materials: CSC(=NC#N)NC1CCCc2ccccc21, CCO, NC1CC1. Yields the product N#CN=C(NC1CC1)NC1CCCc2ccccc21. As a reaction SMILES: [C:1](#[N:2])[N:3]=[C:4]([NH:5][CH:6]1[CH2:7][CH2:8][CH2:9][c:10]2[cH:11][cH:12][cH:13][cH:14][c:15]21)[S:16][CH3:17].[CH3:22][CH2:23][OH:24].[CH:18]1([NH2:21])[CH2:19][CH2:20]1>>[C:1](#[N:2])[N:3]=[C:4]([NH:5][CH:6]1[CH2:7][CH2:8][CH2:9][c:10]2[cH:11][cH:12][cH:13][cH:14][c:15]21)[NH:21][CH:18]1[CH2:19][CH2:20]1. Yields the product CC(c1ccncn1)C(O)(Cn1cncn1)c1ccc(F)cc1F. As a reaction SMILES: [C:35](=[O:36])([O-:37])[O-:38].[CH3:1][S:2](=[O:3])(=[O:4])[Cl:5].[CH3:51][OH:52].[CH3:53][N:54]([CH3:55])[CH:56]=[O:57].[CH:26]([N:27]([CH:28]([CH3:29])[CH3:30])[CH2:31][CH3:32])([CH3:33])[CH3:34].[F:6][c:7]1[c:8]([C:14]([CH2:15][OH:16])([CH:17]([CH3:18])[c:19]2[n:20][cH:21][n:22][cH:23][cH:24]2)[OH:25])[cH:9][cH:10][c:11]([F:13])[cH:12]1.[K+:39].[K+:40].[O:46]1[CH2:47][CH2:48][CH2:49][CH2:50]1.[nH:41]1[n:42][cH:43][n:44][cH:45]1>>[F:6][c:7]1[c:8]([C:14]([CH2:15][n:41]2[n:42][cH:43][n:44][cH:45]2)([CH:17]([CH3:18])[c:19]2[n:20][cH:21][n:22][cH:23][cH:24]2)[OH:25])[cH:9][cH:10][c:11]([F:13])[cH:12]1. Starting materials: O=C([O-])[O-], CS(=O)(=O)Cl, CO, CN(C)C=O, CCN(C(C)C)C(C)C, CC(c1ccncn1)C(O)(CO)c1ccc(F)cc1F, [K+], [K+], C1CCOC1, c1nc[nH]n1. The reactants are C(C)OC(C(=CC1=CC=C(C=C1)OC1=C(C(=CC2=CC(=CC=C12)OC)C)C1=CC=CC=C1)C)=O (3-[4-(6-Methoxy-3-methyl-2-phenyl-naphthalen-1-yloxy)-phenyl]-2-methyl-acrylic acid ethyl ester), C1CCOC1 (THF), [OH-].[Na+] (NaOH). Yield: 87.9%. Reaction SMILES: C([O:3][C:4](=[O:34])[C:5]([CH3:33])=[CH:6][C:7]1[CH:12]=[CH:11][C:10]([O:13][C:14]2[C:23]3[C:18](=[CH:19][C:20]([O:24][CH3:25])=[CH:21][CH:22]=3)[CH:17]=[C:16]([CH3:26])[C:15]=2[C:27]2[CH:32]=[CH:31][CH:30]=[CH:29][CH:28]=2)=[CH:9][CH:8]=1)C.C1COCC1.[OH-].[Na+]>CCO>[CH3:25][O:24][C:20]1[CH:19]=[C:18]2[C:23](=[CH:22][CH:21]=1)[C:14]([O:13][C:10]1[CH:9]=[CH:8][C:7]([CH:6]=[C:5]([CH3:33])[C:4]([OH:34])=[O:3])=[CH:12][CH:11]=1)=[C:15]([C:27]1[CH:32]=[CH:31][CH:30]=[CH:29][CH:28]=1)[C:16]([CH3:26])=[CH:17]2 |f:2.3|. Solvent: CCO (EtOH). Reported procedure: As described above, 3-[4-(6-Methoxy-3-methyl-2-phenyl-naphthalen-1-yloxy)-phenyl]-2-methylacrylic acid ethyl ester (219) (0.189 g, 0.418 mmol), THF (3 mL), EtOH (3 mL) and 1 N NaOH (4 mL) afforded 0.156 g (88%) of title compound (220) as a solid. 1H NMR (400 MHz, d-CDCl3): δ 2.07 (s, 3H), 2.24 (s, 3H), 3.93 (s, 3H), 6.61 (d, J=8.8 Hz, 2H), 7.04 (dd, J1=2.5 Hz, J2=9.2 Hz, 1H), 7.12-7.14 (m, 3H), 7.17-7.21 (m, 2H), 7.23-7.27 (m, 3H), 7.56 (s, 1H), 7.64 (s, 1H), 7.74 (d, J=9.1 Hz, 1H). Yields the product COC=1C=C2C=C(C(=C(C2=CC1)OC1=CC=C(C=C1)C=C(C(=O)O)C)C1=CC=CC=C1)C (3-[4-(6-Methoxy-3-methyl-2-phenyl-naphthalen-1-yloxy)-phenyl]-2-methyl-acrylic acid). Reactants: OC(C)(C)C1=CC(=NO1)C=O (5-(1-hydroxy-1-methylethyl)isoxazole-3-carbaldehyde), C(CC#N)#N (malononitrile). Run in C(C)O (ethanol). Reaction conditions: time 5 hour. Yields the product OC(C)(C)C1=CC(=NO1)C=C(C#N)C#N ({[5-(1-hydroxy-1-methylethyl)-isoxazol-3-yl]methylidene}malononitrile). Yield: 88.2%. Reaction SMILES: [OH:1][C:2]([C:5]1[O:9][N:8]=[C:7]([CH:10]=O)[CH:6]=1)([CH3:4])[CH3:3].[C:12](#[N:16])[CH2:13][C:14]#[N:15]>C(O)C>[OH:1][C:2]([C:5]1[O:9][N:8]=[C:7]([CH:10]=[C:13]([C:12]#[N:16])[C:14]#[N:15])[CH:6]=1)([CH3:4])[CH3:3]. Reported procedure: 4.63 g of 5-(1-hydroxy-1-methylethyl)isoxazole-3-carbaldehyde was dissolved in 50 ml of ethanol, and 1.98 g of malononitrile was then added. The mixture was stirred at room temperature for 5 hours. The reaction mixture was concentrated under reduced pressure, and the residue was subjected to silica gel column chromatography to obtain 5.35 g of {[5-(1-hydroxy-1-methylethyl)-isoxazol-3-yl]methylidene}malononitrile. The reactants are CO, Cl, [Na+], [OH-], CCOC(=O)CCCn1cc(-c2ccccc2)cn1. Product: O=C(O)CCCn1cc(-c2ccccc2)cn1. Reaction SMILES: [CH3:21][OH:22].[ClH:20].[Na+:24].[OH-:23].[c:1]1(-[c:7]2[cH:8][n:9][n:10]([CH2:12][CH2:13][CH2:14][C:15](=[O:16])[O:17][CH2:18][CH3:19])[cH:11]2)[cH:2][cH:3][cH:4][cH:5][cH:6]1>>[c:1]1(-[c:7]2[cH:8][n:9][n:10]([CH2:12][CH2:13][CH2:14][C:15](=[O:16])[OH:17])[cH:11]2)[cH:2][cH:3][cH:4][cH:5][cH:6]1. Starting materials: COc1ccc(C(=NO)c2ccc(OC)cc2)cc1, CC(C)(C)[O-], CN(C)C=O, CCOC(=O)CC(=O)CCl, Cl, [K+]. The product is CCOC(=O)CC(=O)CON=C(c1ccc(OC)cc1)c1ccc(OC)cc1. Reaction SMILES: [CH3:1][O:2][c:3]1[cH:4][cH:5][c:6]([C:7]([c:8]2[cH:9][cH:10][c:11]([O:14][CH3:15])[cH:12][cH:13]2)=[N:16][OH:17])[cH:18][cH:19]1.[CH3:20][C:21]([CH3:22])([O-:23])[CH3:24].[CH3:37][N:38]([CH3:39])[CH:40]=[O:41].[Cl:26][CH2:27][C:28]([CH2:29][C:30](=[O:31])[O:32][CH2:33][CH3:34])=[O:35].[ClH:36].[K+:25]>>[CH3:1][O:2][c:3]1[cH:4][cH:5][c:6]([C:7]([c:8]2[cH:9][cH:10][c:11]([O:14][CH3:15])[cH:12][cH:13]2)=[N:16][O:17][CH2:27][C:28]([CH2:29][C:30](=[O:31])[O:32][CH2:33][CH3:34])=[O:35])[cH:18][cH:19]1. Reactants: COCCOc1ccccc1-c1cc(Cl)nc(C)n1, Nc1cccc(CS(N)(=O)=O)c1, CN(C)C=O. RXN SMILES: [Cl:13][c:14]1[n:15][c:16]([CH3:31])[n:17][c:18](-[c:20]2[c:21]([O:26][CH2:27][CH2:28][O:29][CH3:30])[cH:22][cH:23][cH:24][cH:25]2)[cH:19]1.[NH2:1][c:2]1[cH:3][c:4]([CH2:8][S:9](=[O:10])(=[O:11])[NH2:12])[cH:5][cH:6][cH:7]1.[O:32]=[CH:33][N:34]([CH3:35])[CH3:36]>>[NH:1]([c:2]1[cH:3][c:4]([CH2:8][S:9](=[O:10])(=[O:11])[NH2:12])[cH:5][cH:6][cH:7]1)[c:14]1[n:15][c:16]([CH3:31])[n:17][c:18](-[c:20]2[c:21]([O:26][CH2:27][CH2:28][O:29][CH3:30])[cH:22][cH:23][cH:24][cH:25]2)[cH:19]1. Product: COCCOc1ccccc1-c1cc(Nc2cccc(CS(N)(=O)=O)c2)nc(C)n1. The reactants are COc1ccc(Cl)cc1S(=O)(=O)Cl, ClCCl, O=[N+]([O-])c1ccc2c(c1)NCCC2, c1ccncc1. The product is COc1ccc(Cl)cc1S(=O)(=O)N1CCCc2ccc([N+](=O)[O-])cc21. RXN SMILES: [Cl:1][c:2]1[cH:3][cH:4][c:5]([O:12][CH3:13])[c:6]([S:8](=[O:9])(=[O:10])[Cl:11])[cH:7]1.[Cl:33][CH2:34][Cl:35].[N+:20](=[O:21])([O-:22])[c:23]1[cH:24][cH:25][c:26]2[c:31]([cH:32]1)[NH:30][CH2:29][CH2:28][CH2:27]2.[cH:14]1[cH:15][cH:16][n:17][cH:18][cH:19]1>>[Cl:1][c:2]1[cH:3][cH:4][c:5]([O:12][CH3:13])[c:6]([S:8](=[O:9])(=[O:10])[N:30]2[CH2:29][CH2:28][CH2:27][c:26]3[cH:25][cH:24][c:23]([N+:20](=[O:21])[O-:22])[cH:32][c:31]32)[cH:7]1.